Dataset: the Open Reaction Database (ORD), a public repository of structured organic reaction records. Task: describe an organic reaction: reactants, conditions, products, and yield Reactants: C(C)OC(=CC)OCC (1,1-Diethoxyprop-1-ene), COC(C(C(C)=O)=CNC(C)=O)=O (methyl-2-acetylaminomethylene-3-oxobutanoate). Solvent: C1(=CC=CC=C1)C (toluene). The product is C(C)(=O)N[C@H]1[C@@H](C(OC(=C1C(=O)OC)C)(OCC)OCC)C (methyl trans-4-acetylamino-2,2-diethoxy-3,6-dimethyl-3,4-dihydro-2H-pyran-5-carboxylate). As a reaction SMILES: [CH2:1]([O:3][C:4]([O:7][CH2:8][CH3:9])=[CH:5][CH3:6])[CH3:2].[CH3:10][O:11][C:12](=[O:22])[C:13](=[CH:17][NH:18][C:19](=[O:21])[CH3:20])[C:14](=[O:16])[CH3:15]>C1(C)C=CC=CC=1>[C:19]([NH:18][C@@H:17]1[C:13]([C:12]([O:11][CH3:10])=[O:22])=[C:14]([CH3:15])[O:16][C:4]([O:7][CH2:8][CH3:9])([O:3][CH2:1][CH3:2])[C@H:5]1[CH3:6])(=[O:21])[CH3:20]. Procedure: 1,1-Diethoxyprop-1-ene (5.0 ml) was added in one portion to a stirred solution of methyl-2-acetylaminomethylene-3-oxobutanoate (5.2 g) in toluene (15 ml) at 20°-25° C. An exothermic reaction ensued and a crystalline solid precipitated out. The reaction mixture was stirred for 2 further hours at ambient temperature and the solid was then filtered off to give methyl trans-4-acetylamino-2,2-diethoxy-3,6-dimethyl-3,4-dihydro-2H-pyran-5-carboxylate (4.0 g), m.p. 152°-154° C. The structure of this est...